This data is from the Open Reaction Database (ORD), a public repository of structured organic reaction records. The task is: describe an organic reaction: reactants, conditions, products, and yield Starting materials: COC1=C(C=C2C(=C(C(OC2=C1)=O)C1=CC=C(C=C1)C(F)(F)F)CC1=CC=C(C=C1)OCCN1CCCC1)C (7-methoxy-6-methyl-4-(4-(2-pyrrolidin-1-yl-ethoxy)-benzyl)-3-(4-trifluoromethyl-phenyl)-chromen-2-one), Br (HBr), CC(=O)O (AcOH). Run in CCOC(=O)C (AcOEt). Yields the product OC1=C(C=C2C(=C(C(OC2=C1)=O)C1=CC=C(C=C1)C(F)(F)F)CC1=CC=C(C=C1)OCCN1CCCC1)C (7-Hydroxy-6-methyl-4-(4-(2-pyrrolidin-1-yl-ethoxy)-benzyl)-3-(4-trifluoromethyl-phenyl)-chromen-2-one). Isolated yield 51.3%. RXN SMILES: C[O:2][C:3]1[CH:12]=[C:11]2[C:6]([C:7]([CH2:24][C:25]3[CH:30]=[CH:29][C:28]([O:31][CH2:32][CH2:33][N:34]4[CH2:38][CH2:37][CH2:36][CH2:35]4)=[CH:27][CH:26]=3)=[C:8]([C:14]3[CH:19]=[CH:18][C:17]([C:20]([F:23])([F:22])[F:21])=[CH:16][CH:15]=3)[C:9](=[O:13])[O:10]2)=[CH:5][C:4]=1[CH3:39].Br.CC(O)=O>CCOC(C)=O>[OH:2][C:3]1[CH:12]=[C:11]2[C:6]([C:7]([CH2:24][C:25]3[CH:30]=[CH:29][C:28]([O:31][CH2:32][CH2:33][N:34]4[CH2:35][CH2:36][CH2:37][CH2:38]4)=[CH:27][CH:26]=3)=[C:8]([C:14]3[CH:19]=[CH:18][C:17]([C:20]([F:21])([F:22])[F:23])=[CH:16][CH:15]=3)[C:9](=[O:13])[O:10]2)=[CH:5][C:4]=1[CH3:39]. Procedure details: A solution of 7-methoxy-6-methyl-4-(4-(2-pyrrolidin-1-yl-ethoxy)-benzyl)-3-(4-trifluoromethyl-phenyl)-chromen-2-one (50 mg, 0.093 mmol) in 1:1 48% HBr:AcOH (3 μL) was heated at 130° C. for 7 h. The mixture was cooled to room temperature and poured into AcOEt/1 M NaOH. The layers were separated and the organic phase was washed with H2O (2×) and brine and dried (MgSO4). The solvent was removed in vacuo. The residue was purified using reverse phase HPLC, followed by extraction with AcOEt/NaHCO3 to ...